From a dataset of the Open Reaction Database (ORD), a public repository of structured organic reaction records. describe an organic reaction: reactants, conditions, products, and yield Starting materials: N=1SN=C2C1C=CC(=C2)C(=C(C2=CC=C(C=C2)OCCCl)C2=CC=C(C=C2)O)CC (4-(2-(benzo[c][1,2,5]thiadiazol-5-yl)-1-(4-(2-chloro-ethoxy)phenyl)but-1-enyl)phenol), CN (CH3NH2). Solvent: CO (MeOH). Reaction conditions: temperature 85 celsius. The product is N=1SN=C2C1C=CC(=C2)C(=C(C2=CC=C(C=C2)OCCNC)C2=CC=C(C=C2)O)CC (4-(2-(benzo[c][1,2,5]thiadiazol-5-yl)-1-(4-(2-(methylamino)-ethoxy)phenyl)but-1-enyl)phenol). Reaction SMILES: [N:1]1[S:2][N:3]=[C:4]2[CH:9]=[C:8]([C:10]([CH2:29][CH3:30])=[C:11]([C:22]3[CH:27]=[CH:26][C:25]([OH:28])=[CH:24][CH:23]=3)[C:12]3[CH:17]=[CH:16][C:15]([O:18][CH2:19][CH2:20]Cl)=[CH:14][CH:13]=3)[CH:7]=[CH:6][C:5]=12.[CH3:31][NH2:32]>CO>[N:1]1[S:2][N:3]=[C:4]2[CH:9]=[C:8]([C:10]([CH2:29][CH3:30])=[C:11]([C:22]3[CH:27]=[CH:26][C:25]([OH:28])=[CH:24][CH:23]=3)[C:12]3[CH:17]=[CH:16][C:15]([O:18][CH2:19][CH2:20][NH:32][CH3:31])=[CH:14][CH:13]=3)[CH:7]=[CH:6][C:5]=12. Procedure: To a stirred solution of 4-(2-(benzo[c][1,2,5]thiadiazol-5-yl)-1-(4-(2-chloro-ethoxy)phenyl)but-1-enyl)phenol (83 mg) in 10 mL MeOH was added 3 mL CH3NH2 (30% aq.) and heated at 85° C. for 15 h. The organic solvent was removed in vacuo, and the remaining mixture was extracted with EtOAc. The extract was washed with water and brine, dried over Na2SO4, filtered, concentrated, and purified by column chromatography (CH2Cl2/MeOH(NH3 gas)=50/1) to give the desired product (11 mg, Z/E=1/1) as a yellow ... The reactants are CC(C)(C)C=CC(=O)O, O=S(Cl)Cl, c1ccccc1. Yields the product CC(C)(C)C=CC(=O)Cl. As a reaction SMILES: [CH3:1][C:2]([CH:3]=[CH:4][C:5](=[O:6])[OH:7])([CH3:8])[CH3:9].[S:10]([Cl:11])([Cl:12])=[O:13].[cH:14]1[cH:15][cH:16][cH:17][cH:18][cH:19]1>>[CH3:1][C:2]([CH:3]=[CH:4][C:5](=[O:6])[Cl:12])([CH3:8])[CH3:9]. Reactants: BrC12C3CCC(C(CCC1)C2)C3 (1-bromotricyclo [4.3.1.12,5 ] undecane), CC(=O)C.O (acetone water). Run at time 1 hour. Product: C12(C3CCC(C(CCC1)C2)C3)O (tricyclo [4.3.1.12,5 ] undecane-1-ol). Yield: 95.0%. As a reaction SMILES: Br[C:2]12[CH2:11][CH:7]([CH2:8][CH2:9][CH2:10]1)[CH:6]1[CH2:12][CH:3]2[CH2:4][CH2:5]1.CC(C)=[O:15].O>>[C:2]12([OH:15])[CH2:11][CH:7]([CH2:8][CH2:9][CH2:10]1)[CH:6]1[CH2:12][CH:3]2[CH2:4][CH2:5]1 |f:1.2|. Procedure details: 10 Grams (4.4 millimoles) of 1-bromotricyclo [4.3.1.12,5 ] undecane are dissolved in acetone-water (145 ml - 95 ml) and the solution is refluxed under stirring for one hour. After allowing the solution to cool, the solution is extracted with petroleum ether and the extract is dried with anhydrous magnesium sulfate. The solvent is distilled out. The residue is purified by sublimation to obtain 0.69 g (yield 95%) of tricyclo [4.3.1.12,5 ] undecane-1-ol as white crystals. Reactants: C1(=CC=CC=C1)P(C1=CC=CC=C1)C1=CC=CC=C1 (triphenylphosphine), BrCC=1CS[C@H]2N(C1C(=O)OC(C1=CC=CC=C1)C1=CC=CC=C1)C([C@H]2NC(COC2=CC=CC=C2)=O)=O (diphenylmethyl 3-bromomethyl-7β-phenoxyacetamidoceph-3-em-4-carboxylate). Run in C(C)(=O)OCC (ethyl acetate), C(C)(=O)OCC (ethyl acetate). Run at time 16 hour. Product: [Br-].C1(=CC=CC=C1)C(OC(=O)C1=C(CS[C@H]2N1C([C@H]2NC(COC2=CC=CC=C2)=O)=O)C[P+](C2=CC=CC=C2)(C2=CC=CC=C2)C2=CC=CC=C2)C2=CC=CC=C2 ([ 4-Diphenylmethoxycarbonyl-7β-phenoxyacetamidoceph-3-em-3-ylmethyl]-triphenylphosphonium Bromide). The yield is 73.6%. Reaction SMILES: [C:1]1([P:7]([C:14]2[CH:19]=[CH:18][CH:17]=[CH:16][CH:15]=2)[C:8]2[CH:13]=[CH:12][CH:11]=[CH:10][CH:9]=2)[CH:6]=[CH:5][CH:4]=[CH:3][CH:2]=1.[Br:20][CH2:21][C:22]1[CH2:23][S:24][C@@H:25]2[C@H:45]([NH:46][C:47](=[O:56])[CH2:48][O:49][C:50]3[CH:55]=[CH:54][CH:53]=[CH:52][CH:51]=3)[C:44](=[O:57])[N:26]2[C:27]=1[C:28]([O:30][CH:31]([C:38]1[CH:43]=[CH:42][CH:41]=[CH:40][CH:39]=1)[C:32]1[CH:37]=[CH:36][CH:35]=[CH:34][CH:33]=1)=[O:29]>C(OCC)(=O)C>[Br-:20].[C:38]1([CH:31]([C:32]2[CH:33]=[CH:34][CH:35]=[CH:36][CH:37]=2)[O:30][C:28]([C:27]2[N:26]3[C:44](=[O:57])[C@@H:45]([NH:46][C:47](=[O:56])[CH2:48][O:49][C:50]4[CH:51]=[CH:52][CH:53]=[CH:54][CH:55]=4)[C@H:25]3[S:24][CH2:23][C:22]=2[CH2:21][P+:7]([C:1]2[CH:2]=[CH:3][CH:4]=[CH:5][CH:6]=2)([C:8]2[CH:13]=[CH:12][CH:11]=[CH:10][CH:9]=2)[C:14]2[CH:15]=[CH:16][CH:17]=[CH:18][CH:19]=2)=[O:29])[CH:39]=[CH:40][CH:41]=[CH:42][CH:43]=1 |f:3.4|. Procedure: A solution of triphenylphosphine (0.99 g, 1.5 equiv.) in ethyl acetate (10 ml) was added to a stirred solution of diphenylmethyl 3-bromomethyl-7β-phenoxyacetamidoceph-3-em-4-carboxylate (ca. 1.49 g, 2.515 mmole) in ethyl acetate (25 ml). The mixture was stirred in the absence of light for 16 hours, and the precipitated solid was filtered off, washed with ethyl acetate and dried to give the title phosphonium salt (1.585 g, 74%), λmax. (EtOH) 268.5 nm (ε 10,700) and 275.5 nm(ε 9,850), νmax. (CHBr3...